This data is from the Open Reaction Database (ORD), a public repository of structured organic reaction records. The task is: describe an organic reaction: reactants, conditions, products, and yield Starting materials: C=CC(=O)OCC, Cc1ccccc1, Cc1cccc(CCl)c1. Product: CCOC(=O)CCCc1cccc(C)c1. Reaction SMILES: [C:10]([CH:11]=[CH2:12])(=[O:13])[O:14][CH2:15][CH3:16].[CH3:17][c:18]1[cH:19][cH:20][cH:21][cH:22][cH:23]1.[CH3:1][c:2]1[cH:3][c:4]([CH2:5][Cl:6])[cH:7][cH:8][cH:9]1>>[CH3:1][c:2]1[cH:3][c:4]([CH2:5][CH2:12][CH2:11][C:10](=[O:13])[O:14][CH2:15][CH3:16])[cH:7][cH:8][cH:9]1.